From a dataset of the Open Reaction Database (ORD), a public repository of structured organic reaction records. describe an organic reaction: reactants, conditions, products, and yield The reactants are BrC1=NN(C2=CC=C(C=C12)C(=O)OCC)C(C1=CC=CC=C1)(C1=CC=CC=C1)C1=CC=CC=C1 (ethyl 3-bromo-1-trityl-1H-indazole-5-carboxylate), CC1=NC=CC(=C1)B(O)O (2-methylpyridin-4-ylboronic acid). The reagents and catalysts are C=1C=CC(=CC1)[P](C=2C=CC=CC2)(C=3C=CC=CC3)[Pd]([P](C=4C=CC=CC4)(C=5C=CC=CC5)C=6C=CC=CC6)([P](C=7C=CC=CC7)(C=8C=CC=CC8)C=9C=CC=CC9)[P](C=1C=CC=CC1)(C=1C=CC=CC1)C=1C=CC=CC1 (tetrakis(triphenylphosphine)palladium). Conditions: temperature 80 celsius. Product: CC1=NC=CC(=C1)C=1NN(C2=CC=C(CC12)C(=O)OCC)C(C1=CC=CC=C1)(C1=CC=CC=C1)C1=CC=CC=C1 (ethyl 3(2-methylpyridin-4-yl)-1-trityl-4H-indazole-5-carboxylate). Yield: 85.0%. Reaction SMILES: Br[C:2]1[C:10]2[C:5](=[CH:6][CH:7]=[C:8]([C:11]([O:13][CH2:14][CH3:15])=[O:12])[CH:9]=2)[N:4]([C:16]([C:29]2[CH:34]=[CH:33][CH:32]=[CH:31][CH:30]=2)([C:23]2[CH:28]=[CH:27][CH:26]=[CH:25][CH:24]=2)[C:17]2[CH:22]=[CH:21][CH:20]=[CH:19][CH:18]=2)[N:3]=1.[CH3:35][C:36]1[CH:41]=[C:40](B(O)O)[CH:39]=[CH:38][N:37]=1>C1C=CC([P]([Pd]([P](C2C=CC=CC=2)(C2C=CC=CC=2)C2C=CC=CC=2)([P](C2C=CC=CC=2)(C2C=CC=CC=2)C2C=CC=CC=2)[P](C2C=CC=CC=2)(C2C=CC=CC=2)C2C=CC=CC=2)(C2C=CC=CC=2)C2C=CC=CC=2)=CC=1>[CH3:35][C:36]1[CH:41]=[C:40]([C:2]2[NH:3][N:4]([C:16]([C:29]3[CH:34]=[CH:33][CH:32]=[CH:31][CH:30]=3)([C:23]3[CH:28]=[CH:27][CH:26]=[CH:25][CH:24]=3)[C:17]3[CH:22]=[CH:21][CH:20]=[CH:19][CH:18]=3)[C:5]3[C:10]=2[CH2:9][C:8]([C:11]([O:13][CH2:14][CH3:15])=[O:12])=[CH:7][CH:6]=3)[CH:39]=[CH:38][N:37]=1 |^1:48,50,69,88|. Procedure details: ethyl 3-bromo-1-trityl-1H-indazole-5-carboxylate (510 mg, 1.0 mol) was added to a vial containing 2-methylpyridin-4-ylboronic acid (128 mg, 1.04 mol) and tetrakis(triphenylphosphine)palladium (140 mg, 0.104 mol). After purging the vial with nitrogen gas, dioxane (5 mL) and 2M sodium carbonate (5 mL) was added to the vial respectively. The reaction mixture was stirred and was heated to 80° C. for overnight. Upon completion, the mixture was concentrated under vacuo. The mixture was extracted using... Reactants: OC1=CC=C(C=O)C=C1 (4-hydroxybenzaldehyde), C1(=CC=CC=C1)CC(=O)O (phenylacetic acid), N1CCCCC1 (piperidine), C([O-])([O-])=O.[Na+].[Na+] (sodium carbonate). Solvent: O (water). Conditions: temperature 90 celsius, time 12 minute. The product is OC1=CC=C(C=C1)C=CC1=CC=CC=C1 (4-Hydroxystilbene). RXN SMILES: [OH:1][C:2]1[CH:9]=[CH:8][C:5]([CH:6]=O)=[CH:4][CH:3]=1.[C:10]1([CH2:16]C(O)=O)[CH:15]=[CH:14][CH:13]=[CH:12][CH:11]=1.N1CCCCC1.C(=O)([O-])[O-].[Na+].[Na+]>O>[OH:1][C:2]1[CH:9]=[CH:8][C:5]([CH:6]=[CH:16][C:10]2[CH:15]=[CH:14][CH:13]=[CH:12][CH:11]=2)=[CH:4][CH:3]=1 |f:3.4.5|. Procedure: A portion (244.24 grams, 2.0 moles) of 4-hydroxybenzaldehyde, phenylacetic acid (272.30 grams, 2.0 moles) and piperidine (51.6 milliliters) are added to a reactor equipped with a reflux condenser and stirred under a nitrogen atmosphere. Heating commences and after 12 minutes and at 93° C., a solution forms. After a total of 27 minutes, the reaction temperature reaches 150° C. and is held therein. After 2 hours at the 150° C. temperature, a solution of sodium carbonate (40.0 grams) in deionized w...